From a dataset of the Open Reaction Database (ORD), a public repository of structured organic reaction records. describe an organic reaction: reactants, conditions, products, and yield Procedure: Prepared by a method analogous to that described for the preparation of Intermediate 1 from (R)-1-azabicyclo[2.2.2]oct-3-ylamine dihydrochloride and 4-iodobenzoic acid; the compound was purified by solid phase extraction on silica gel using ammoniated methanol/chloroform mixtures as the eluent followed by reverse phase HPLC on a Waters Bondapak® C18 column using a gradient of acetonitrile and 0.1% aqueous trifluoroacetic acid as the eluent. The product-containing fractions were evaporated, the r... Starting materials: Intermediate 1, Cl.Cl.N12C[C@@H](C(CC1)CC2)N ((R)-1-azabicyclo[2.2.2]oct-3-ylamine dihydrochloride), IC1=CC=C(C(=O)O)C=C1 (4-iodobenzoic acid). As a reaction SMILES: Cl.Cl.[N:3]12[CH2:10][CH2:9][CH:6]([CH2:7][CH2:8]1)[C@@H:5]([NH2:11])[CH2:4]2.[I:12][C:13]1[CH:21]=[CH:20][C:16]([C:17](O)=[O:18])=[CH:15][CH:14]=1>>[N:3]12[CH2:10][CH2:9][CH:6]([CH2:7][CH2:8]1)[C@@H:5]([NH:11][C:17](=[O:18])[C:16]1[CH:20]=[CH:21][C:13]([I:12])=[CH:14][CH:15]=1)[CH2:4]2 |f:0.1.2|. The product is hydrochloride salt, N12C[C@@H](C(CC1)CC2)NC(C2=CC=C(C=C2)I)=O ((R)-N-(1-Azabicyclo[2.2.2]oct-3-yl)(4-iodobenzamide)). Starting materials: O (water), N1N=NC=C1 (triazole), resultant mixture, O1C(CCCC1)O[C@@H](C)C1(OC1)C1=C(C=C(C=C1)F)F (2-[(1S)-1-(3,4,5,6-tetrahydro-2H-pyran-2-yloxy)ethyl]-2-(2,4-difluorophenyl)oxirane), CN(C=O)C (dimethylformamide), [H-].[Na+] (sodium hydride), CN(C=O)C (dimethylformamide). Run in C(C)(=O)OCC (ethyl aceate), oil. Run at temperature 80 celsius, time 15 minute. Product: FC1=C(C=CC(=C1)F)C(CN1N=CN=C1)([C@H](C)OC1OCCCC1)O ((3S)-2-(2,4-difluorophenyl)-3-(3,4,5,6-tetrahydro-2H-pyran-2-yloxy)-1-(1H-1,2,4-triazol-1-yl)-2-butanol). Reaction SMILES: [H-].[Na+].N1C=[CH:6][N:5]=[N:4]1.[O:8]1[CH2:13][CH2:12][CH2:11][CH2:10][CH:9]1[O:14][C@H:15]([C:17]1([C:20]2[CH:25]=[CH:24][C:23]([F:26])=[CH:22][C:21]=2[F:27])[CH2:19][O:18]1)[CH3:16].O.[CH3:29][N:30](C)C=O>C(OCC)(=O)C>[F:27][C:21]1[CH:22]=[C:23]([F:26])[CH:24]=[CH:25][C:20]=1[C:17]([OH:18])([C@@H:15]([O:14][CH:9]1[CH2:10][CH2:11][CH2:12][CH2:13][O:8]1)[CH3:16])[CH2:19][N:5]1[CH:6]=[N:30][CH:29]=[N:4]1 |f:0.1|. Reported procedure: In dimethylformamide (5 ml) was dispersed 60% sodium hydride in oil (0.23 g), to which was added triazole (0.59 g) under ice-cooling, followed by stirring for 15 minutes. To the resultant mixture was added a dimethylformamide solution (1 ml) of 2-[(1S)-1-(3,4,5,6-tetrahydro-2H-pyran-2-yloxy)ethyl]-2-(2,4-difluorophenyl)oxirane (0.40 g), which was heated for three hours at 80° C. The reaction mixture was cooled, after which were added cold water (1.0 ml) and ethyl aceate (50 ml), and the mixture ...